Dataset: the Open Reaction Database (ORD), a public repository of structured organic reaction records. Task: describe an organic reaction: reactants, conditions, products, and yield The reactants are aqueous solution, N (ammonia), C(C)(=O)ON(C(C)=O)CC1=CC(=CC=C1)[N+](=O)[O-] (N-acetoxy-N-{(3-nitrophenyl)methyl}acetamide). The solvent is CO (methanol). Conditions: temperature 25 celsius, time 2 hour. Yields the product [N+](=O)([O-])C=1C=C(C=CC1)CN(O)C(C)=O (N-{(3-nitrophenyl)methyl}acetohydroxamic acid). Yield: 83.2%. RXN SMILES: N.C([O:5][N:6]([CH2:10][C:11]1[CH:16]=[CH:15][CH:14]=[C:13]([N+:17]([O-:19])=[O:18])[CH:12]=1)[C:7](=[O:9])[CH3:8])(=O)C>CO>[N+:17]([C:13]1[CH:12]=[C:11]([CH2:10][N:6]([C:7](=[O:9])[CH3:8])[OH:5])[CH:16]=[CH:15][CH:14]=1)([O-:19])=[O:18]. Reported procedure: N-{(3-Nitrophenyl)methyl}acetohydroxamic acid can be obtained in the following manner: 22 cm3 of an 17N aqueous solution of ammonia are added at a temperature near to 25° C. to a solution of 3.55 g of N-acetoxy-N-{(3-nitrophenyl)methyl}acetamide in 120 cm3 of methanol. The reaction mixture is stirred for two hours at a temperature near to 25° C., and then concentrated under reduced pressure. The residue is dissolved in 100 cm3 of a saturated aqueous solution of sodium chloride, dried over magnes... Reactants: CS(=O)(=O)Cl (Methanesulphonyl chloride), [OH-].[Na+] (sodium hydroxide), FC1=CC=C2C(C(=CN(C2=C1)C)O)=O (7-Fluoro-3-hydroxy-1 -methyl-4-quinolone), [OH-].[Na+] (sodium hydroxide), ice water. Solvent: O (water). Product: CS(=O)(=O)OC1=CN(C2=CC=CC=C2C1=O)C (methyl-4-oxo-1,4-dihydroquinol-3-yl methanesulphonate). Reaction SMILES: F[C:2]1[CH:11]=[C:10]2[C:5]([C:6](=[O:14])[C:7]([OH:13])=[CH:8][N:9]2[CH3:12])=[CH:4][CH:3]=1.[OH-].[Na+].[CH3:17][S:18](Cl)(=[O:20])=[O:19]>O>[CH3:17][S:18]([O:13][C:7]1[C:6](=[O:14])[C:5]2[C:10](=[CH:11][CH:2]=[CH:3][CH:4]=2)[N:9]([CH3:12])[CH:8]=1)(=[O:20])=[O:19] |f:1.2|. Procedure: 7-Fluoro-3-hydroxy-1 -methyl-4-quinolone (4.5 g) was added to a solution of sodium hydroxide (12 g) in water (56 ml) and the mixture stirred at 0 to 5° with ice/water cooling. Methanesulphonyl chloride (4 ml) was added over a period of 1 5 minutes followed by aqueous sodium hydroxide (5M, 3 ml). The resultant solid was collected by filtration, washed with water (2×20 ml), and crystallised from industrial methylated spirit (220 ml) to give the novel compound 7-fluoro-]-methyl-4-oxo-1,4-dihydroqui... The reactants are CCn1cc(C(=O)O)c(=O)c2cc(F)c(F)c(F)c21, CNCC1CNCCO1. Product: CCn1cc(C(=O)O)c(=O)c2cc(F)c(N3CCOC(CNC)C3)c(F)c21. Reaction SMILES: [CH2:1]([CH3:2])[n:3]1[cH:4][c:5]([C:17](=[O:18])[OH:19])[c:6](=[O:16])[c:7]2[cH:8][c:9]([F:15])[c:10]([F:14])[c:11]([F:13])[c:12]12.[CH3:20][NH:21][CH2:22][CH:23]1[O:24][CH2:25][CH2:26][NH:27][CH2:28]1>>[CH2:1]([CH3:2])[n:3]1[cH:4][c:5]([C:17](=[O:18])[OH:19])[c:6](=[O:16])[c:7]2[cH:8][c:9]([F:15])[c:10]([N:27]3[CH2:26][CH2:25][O:24][CH:23]([CH2:22][NH:21][CH3:20])[CH2:28]3)[c:11]([F:13])[c:12]12. The reactants are C1(CCCCCN1)=O (ε-caprolactam), O (water), ClC(=O)OCC1=CC=C(C=C1)[N+](=O)[O-] (4-nitrobenzyl chloroformate), C1(CCCCCN1)=O (ε-caprolactam). The solvent is [OH-].[Na+] (NaOH). Reaction conditions: temperature 7.5 celsius, time 1 hour. The product is [N+](=O)([O-])C1=CC=C(COC(=O)NCCCCCC(=O)O)C=C1 (6-(4-nitro-benzyloxycarbonylamino)-hexanoic acid). Reaction SMILES: [C:1]1(=[O:8])[NH:7][CH2:6][CH2:5][CH2:4][CH2:3][CH2:2]1.[OH2:9].Cl[C:11]([O:13][CH2:14][C:15]1[CH:20]=[CH:19][C:18]([N+:21]([O-:23])=[O:22])=[CH:17][CH:16]=1)=[O:12]>[OH-].[Na+]>[N+:21]([C:18]1[CH:19]=[CH:20][C:15]([CH2:14][O:13][C:11]([NH:7][CH2:6][CH2:5][CH2:4][CH2:3][CH2:2][C:1]([OH:8])=[O:9])=[O:12])=[CH:16][CH:17]=1)([O-:23])=[O:22] |f:3.4|. Reported procedure: 5 g (44.2 mmole) of ε-caprolactam was dissolved in 19.48 g of 20 wt % NaOH and heated to reflux for 3-5 hours. After ε-caprolactam was hydrolyzed completely, the mixture was cooled down to 5˜10° C. and then 25 g of water and 10 g of 4-nitrobenzyl chloroformate were added. The mixture was stirred 1 hour at 5-10° C. and then washed with 25 g of ethyl acetate twice. The pH of the aqueous layer was adjusted to 1-2 by adding 16% HCl and extracted with ethyl acetate twice. Combined ethyl acetate layer... Reactants: ClC=1C=C(C=CC1)NC1=NC=2N(C(=C1)NC1CCNCC1)N=CC2C=C2C(NC(N2)=O)=O (5-((5-(3-chlorophenylamino)-7-(piperidin-4-ylamino)pyrazolo[1,5-a]pyrimidin-3-yl)methylene)imidazolidine-2,4-dione), CC(=O)O (AcOH), C(C)(=O)O[BH-](OC(C)=O)OC(C)=O.[Na+] (sodium triacetoxy borohydride), C1CCOC1 (THF). Run at time 0.5 hour. The product is ClC=1C=C(C=CC1)NC1=NC=2N(C(=C1)NC1CCN(CC1)CC(C)C)N=CC2C=C2C(NC(N2)=O)=O (5-((5-(3-chlorophenylamino)-7-(1-isobutylpiperidin-4-ylamino)pyrazolo[1,5-a]pyrimidin-3-yl)methylene)imidazolidine-2,4-dione). Reaction SMILES: [Cl:1][C:2]1[CH:3]=[C:4]([NH:8][C:9]2[CH:14]=[C:13]([NH:15][CH:16]3[CH2:21][CH2:20][NH:19][CH2:18][CH2:17]3)[N:12]3[N:22]=[CH:23][C:24]([CH:25]=[C:26]4[NH:30][C:29](=[O:31])[NH:28][C:27]4=[O:32])=[C:11]3[N:10]=2)[CH:5]=[CH:6][CH:7]=1.[CH3:33]C(O)=O.C(O[BH-](OC(=O)C)OC(=O)C)(=O)C.[Na+].[CH2:51]1[CH2:55]OC[CH2:52]1>>[Cl:1][C:2]1[CH:3]=[C:4]([NH:8][C:9]2[CH:14]=[C:13]([NH:15][CH:16]3[CH2:21][CH2:20][N:19]([CH2:33][CH:51]([CH3:52])[CH3:55])[CH2:18][CH2:17]3)[N:12]3[N:22]=[CH:23][C:24]([CH:25]=[C:26]4[NH:30][C:29](=[O:31])[NH:28][C:27]4=[O:32])=[C:11]3[N:10]=2)[CH:5]=[CH:6][CH:7]=1 |f:2.3|. Reported procedure: To 5-((5-(3-chlorophenylamino)-7-(piperidin-4-ylamino)pyrazolo[1,5-a]pyrimidin-3-yl)methylene)imidazolidine-2,4-dione (30 mg, 0.06 mmol) in THF and AcOH (4.8 mg, 0.08 mmol) was added isobutryldehyde (2.2 mL, 0.2 mmol) and sodium triacetoxy borohydride (85.0 mg, 0.4 mmol). The mixture was stirred at room temperature for 0.5 hour. The mixture was concentrated, diluted with MeOH, and purified by prep HPLC to yield 5-((5-(3-chlorophenylamino)-7-(1-isobutylpiperidin-4-ylamino)pyrazolo[1,5-a]pyrimidin...